From a dataset of the Open Reaction Database (ORD), a public repository of structured organic reaction records. describe an organic reaction: reactants, conditions, products, and yield Reactants: O=C(O)c1cccnc1Cl, NCc1ccccc1, O. The product is O=C(O)c1cccnc1NCc1ccccc1. As a reaction SMILES: [Cl:1][c:2]1[c:3]([C:4](=[O:5])[OH:6])[cH:7][cH:8][cH:9][n:10]1.[NH2:11][CH2:12][c:13]1[cH:14][cH:15][cH:16][cH:17][cH:18]1.[OH2:19]>>[c:2]1([NH:11][CH2:12][c:13]2[cH:14][cH:15][cH:16][cH:17][cH:18]2)[c:3]([C:4](=[O:5])[OH:6])[cH:7][cH:8][cH:9][n:10]1. Starting materials: C(Cl)(Cl)Cl (chloroform), O1CCCC=C1 (dihydropyran), O.C1(=CC=C(C=C1)S(=O)(=O)O)C (p-toluenesulfonic acid monohydrate), CC1=N[N-]C(=C1)C.C(C1=CC=CC=C1)OC(=O)N[C@H](C(C(=O)O)O)CC(C)C ((2RS,3S)-3-benzyloxycarbonylamino-2-hydroxy-5-methylhexanoic acid 3,5-dimethylpyrazolide). The solvent is ClCCl (dichloromethane). Conditions: time 1.5 hour. Yields the product CC1=N[N-]C(=C1)C.C(C1=CC=CC=C1)OC(=O)N[C@H](C(C(=O)O)OC1OCCCC1)CC(C)C ((2RS,3S)-3-benzyloxycarbonylamino-2-(2-tetrahydropyranyloxy)-5-methylhexanoic acid 3,5-dimethylpyrazolide). As a reaction SMILES: [CH3:1][C:2]1[CH:6]=[C:5]([CH3:7])[N-:4][N:3]=1.[CH2:8]([O:15][C:16]([NH:18][C@@H:19]([CH2:25][CH:26]([CH3:28])[CH3:27])[CH:20]([OH:24])[C:21]([OH:23])=[O:22])=[O:17])[C:9]1[CH:14]=[CH:13][CH:12]=[CH:11][CH:10]=1.[O:29]1[CH:34]=[CH:33][CH2:32][CH2:31][CH2:30]1.O.C1(C)C=CC(S(O)(=O)=O)=CC=1.C(Cl)(Cl)Cl>ClCCl>[CH3:1][C:2]1[CH:6]=[C:5]([CH3:7])[N-:4][N:3]=1.[CH2:8]([O:15][C:16]([NH:18][C@@H:19]([CH2:25][CH:26]([CH3:28])[CH3:27])[CH:20]([O:24][CH:30]1[CH2:31][CH2:32][CH2:33][CH2:34][O:29]1)[C:21]([OH:23])=[O:22])=[O:17])[C:9]1[CH:10]=[CH:11][CH:12]=[CH:13][CH:14]=1 |f:0.1,3.4,7.8|. Procedure: 162 mg of (2RS,3S)-3-benzyloxycarbonylamino-2-hydroxy-5-methylhexanoic acid 3,5-dimethylpyrazolide was dissolved in 1 ml of dry dichloromethane, and 102 μl of dihydropyran and 0.8 mg of p-toluenesulfonic acid monohydrate were added thereto. The mixture was stirred at room temperature for 1.5 hours. Then, 10 ml of chloroform was added to the mixture, and the mixture was washed with a 4% sodium hydrogencarbonate and a saturated sodium chloride aqueous solution and dried over anhydrous magnesium su...